From a dataset of the Open Reaction Database (ORD), a public repository of structured organic reaction records. describe an organic reaction: reactants, conditions, products, and yield Starting materials: C(C)OC(C1=CC=C(C=C1)C#CC=1C=C2C(CCN(C2=CC1)C1CC1)(C)C)=O (4-(1-cyclopropyl-4,4-dimethyl-1,2,3,4-tetrahydro-quinolin-6-ylethynyl)-benzoic acid ethyl ester), C(C)OC(C1=CC=C(C=C1)C#CC=1C=C2C(CCN(C2=CC1)C1CC1)(C)C)=O (4-(1-cyclopropyl-4,4-dimethyl-1,2,3,4-tetrahydro-quinolin-6-ylethynyl)-benzoic acid ethyl ester), C(C1=CC=CC=C1)(=O)O.C(C)OC(C1=CC=C(C=C1)I)=O (ethyl-4-iodo-benzoate benzoate), C(C1=CC=CC=C1)(=O)O.C(C)OC(C1=CC=C(C=C1)I)=O (ethyl-4-iodo-benzoate benzoate). Reagents/catalysts: [Cu]I (copper(I)iodide), Cl[Pd]([P](C1=CC=CC=C1)(C2=CC=CC=C2)C3=CC=CC=C3)([P](C4=CC=CC=C4)(C5=CC=CC=C5)C6=CC=CC=C6)Cl (Dichlorobis(triphenylphosphine)palladium(II)). Run in C(C)N(CC)CC (triethyl amine). Run at time 8 hour. The product is EtOAc-hexanes, COC1(CC1)C1=CC=C(C=C1)C#CC1=CC=C(C(=O)OCC)C=C1 (Ethyl 4-[4-(1-methoxycyclopropyl)-phenylethynyl]-benzoate). The yield is 89.7%. Reaction SMILES: [CH2:1]([O:3][C:4](=[O:28])[C:5]1[CH:10]=[CH:9][C:8]([C:11]#[C:12][C:13]2[CH:14]=[C:15]3[C:20](=[CH:21][CH:22]=2)N(C2CC2)CCC3(C)C)=[CH:7][CH:6]=1)[CH3:2].C(O)(=O)C1C=CC=CC=1.[CH2:38]([O:40][C:41](=O)[C:42]1[CH:47]=CC(I)=CC=1)C>C(N(CC)CC)C.[Cu]I.Cl[Pd](Cl)([P](C1C=CC=CC=1)(C1C=CC=CC=1)C1C=CC=CC=1)[P](C1C=CC=CC=1)(C1C=CC=CC=1)C1C=CC=CC=1>[CH3:38][O:40][C:41]1([C:20]2[CH:15]=[CH:14][C:13]([C:12]#[C:11][C:8]3[CH:9]=[CH:10][C:5]([C:4]([O:3][CH2:1][CH3:2])=[O:28])=[CH:6][CH:7]=3)=[CH:22][CH:21]=2)[CH2:42][CH2:47]1 |f:1.2,^1:61,80|. Reported procedure: Using General Procedure F; 1-ethynyl-4-(1-methoxycyclopropyl)-benzene (Intermediate 61, 100.0 mg, 0.47 mmol) and ethyl-4-iodo benzoate (Reagent A, 141.0 mg, 0.51 mmol) in triethyl amine (6 mL) was treated with copper(I)iodide (30.0 mg, 0.16 mmol) and sparged with argon for 5 minutes. Dichlorobis(triphenylphosphine)palladium(II) (109 mg, 0.16 mmol) was added and the reaction mixture was stirred overnight at room temperature. Column chromatography (2-5% EtOAc-hexanes) afforded 135.0 mg (90%) of th... The reactants are CN(CCCNC(=S)NC1=CC=CC=C1)C (N-[3-(dimethylamino)propyl]-N′-phenylthiourea), BrC(C=O)C1=CC=CC=C1 (2-bromo-2-phenylacetoaldehyde). Solvent: CN(C=O)C (N,N-dimethylformamide). Product: CN(CCCN1C(SC(=C1)C1=CC=CC=C1)=NC1=CC=CC=C1)C (N-{3-[3-(Dimethylamino)propyl]-5-phenylthiazol-2(3H)-ylidene}aniline). Isolated yield 53.8%. Reaction SMILES: [CH3:1][N:2]([CH3:16])[CH2:3][CH2:4][CH2:5][NH:6][C:7]([NH:9][C:10]1[CH:15]=[CH:14][CH:13]=[CH:12][CH:11]=1)=[S:8].Br[CH:18]([C:21]1[CH:26]=[CH:25][CH:24]=[CH:23][CH:22]=1)[CH:19]=O>CN(C)C=O>[CH3:16][N:2]([CH3:1])[CH2:3][CH2:4][CH2:5][N:6]1[CH:19]=[C:18]([C:21]2[CH:26]=[CH:25][CH:24]=[CH:23][CH:22]=2)[S:8][C:7]1=[N:9][C:10]1[CH:15]=[CH:14][CH:13]=[CH:12][CH:11]=1. Reported procedure: Using N-[3-(dimethylamino)propyl]-N′-phenylthiourea (650 mg) obtained in Reference Example 3 as described below, 2-bromo-2-phenylacetoaldehyde (600 mg) and N,N-dimethylformamide (11 ml), the title compound (497 mg) was obtained in a similar manner to in Example 1. As a reaction SMILES: [OH:1][C:2]1[CH:7]=[CH:6][C:5](/[CH:8]=[CH:9]/[C:10]2[CH:11]=[C:12]3[C:17](=[CH:18][CH:19]=2)[C:16](=[O:20])[NH:15][N:14]=[CH:13]3)=[CH:4][CH:3]=1.Cl.[CH3:22][N:23]([CH3:27])[CH2:24][CH2:25][Cl:26]>>[ClH:26].[OH:1][C:2]1[CH:3]=[CH:4][C:5](/[CH:8]=[CH:9]/[C:10]2[CH:11]=[C:12]3[C:17](=[CH:18][CH:19]=2)[C:16](=[O:20])[N:15]([CH2:25][CH2:24][N:23]([CH3:27])[CH3:22])[N:14]=[CH:13]3)=[CH:6][CH:7]=1 |f:1.2,3.4|. The product is 2-(2-dimethylaminoethyl)derivative, Cl.OC1=CC=C(C=C1)/C=C/C=1C=C2C=NN(C(C2=CC1)=O)CCN(C)C (Trans-6-[2-(4-Hydroxyphenyl)ethenyl]-2-(2-dimethylaminoethyl)-1(2H)-phthalazinone hydrochloride). Starting materials: OC1=CC=C(C=C1)/C=C/C=1C=C2C=NNC(C2=CC1)=O (trans-6-[2-(4-hydroxyphenyl)ethenyl]-1(2H)phthalazinone), Cl.CN(CCCl)C (2-dimethylaminoethyl chloride hydrochloride). Procedure details: Following the procedure of Example 15 above trans-6-[2-(4-hydroxyphenyl)ethenyl]-1(2H)phthalazinone (19.8 ) and 2-dimethylaminoethyl chloride hydrochloride (17.3 g) were reacted to give the 2-(2-dimethylaminoethyl)derivative as the hydrochloride (16 g), mp 283°-285° C. Reactants: C(C)(C)N(CC)C(C)C (diisopropylethylamine), Cl.FC1=C2CCNCC2=C(C=C1)F (5,8-di-fluoro-1,2,3,4-tetrahydroisoquinoline hydrochloride), ClCCl (dichloromethane), ClCC(=O)Cl (chloroacetyl chloride). Run at temperature 0 celsius, time 2 hour. Yields the product ClCC(=O)N1CC2=C(C=CC(=C2CC1)Cl)Cl (2-Chloro-1-(5,8-dichloro-3,4-dihydro-1H-isoquinolin-2-yl)-ethanone). RXN SMILES: [ClH:1].F[C:3]1[CH:12]=[CH:11]C(F)=[C:9]2[C:4]=1[CH2:5][CH2:6][NH:7][CH2:8]2.C(N(C(C)C)CC)(C)C.[Cl:23][CH2:24][C:25](Cl)=[O:26].Cl[CH2:29][Cl:30]>>[Cl:23][CH2:24][C:25]([N:7]1[CH2:6][CH2:5][C:4]2[C:9](=[C:29]([Cl:30])[CH:11]=[CH:12][C:3]=2[Cl:1])[CH2:8]1)=[O:26] |f:0.1|. Procedure details: To a stirred suspension of 5,8-di-fluoro-1,2,3,4-tetrahydroisoquinoline hydrochloride (0.69 g, 3.36 mmol) in dichloromethane (20 ml) at 0° C. under nitrogen, diisopropylethylamine (1.40 ml, 8.05 mmol) followed by chloroacetyl chloride (0.32 ml, 4.03 mmol) were added. The mixture was stirred at 0° C. for 2 hr. After being quenched with saturated sodium carbonate solution, water and dichloromethane were added. Layers were separated and the separated aqueous layer was extracted with dichloromethane...